From a dataset of the Open Reaction Database (ORD), a public repository of structured organic reaction records. describe an organic reaction: reactants, conditions, products, and yield Reactants: OC(CC(C)C)C1=C(C=NC=2N(C(N(C(C21)=O)CCCOC2OCCCC2)=O)C)OC(C)C (5-(1-hydroxy-3-methylbutyl)-6-isopropoxy-1-methyl-3-(3-(tetrahydro-2H-pyran-2-yloxy)propyl)pyrido[2,3-d]pyrimidine-2,4(1H,3H)-dione). The reagents and catalysts are [Zn] (Zn). Run in C(=O)O (HCOOH). Conditions: temperature 80 celsius. Yields the product C(=O)OCCCN1C(N(C2=C(C1=O)C(=C(C=N2)OC(C)C)CCC(C)C)C)=O (3-(5-isopentyl-6-isopropoxy-1-methyl-2,4-dioxo-1,2-dihydropyrido[2,3-d]pyrimidin-3(4H)-yl)propyl formate). The yield is 94.3%. RXN SMILES: O[CH:2]([C:7]1[C:16]2[C:15](=[O:17])[N:14]([CH2:18][CH2:19][CH2:20][O:21][CH:22]3CCCC[O:23]3)[C:13](=[O:28])[N:12]([CH3:29])[C:11]=2[N:10]=[CH:9][C:8]=1[O:30][CH:31]([CH3:33])[CH3:32])[CH2:3][CH:4]([CH3:6])[CH3:5]>C(O)=O.[Zn]>[CH:22]([O:21][CH2:20][CH2:19][CH2:18][N:14]1[C:15](=[O:17])[C:16]2[C:7]([CH2:2][CH2:3][CH:4]([CH3:6])[CH3:5])=[C:8]([O:30][CH:31]([CH3:33])[CH3:32])[CH:9]=[N:10][C:11]=2[N:12]([CH3:29])[C:13]1=[O:28])=[O:23]. Procedure details: To a solution of 5-(1-hydroxy-3-methylbutyl)-6-isopropoxy-1-methyl-3-(3-(tetrahydro-2H-pyran-2-yloxy)propyl)pyrido[2,3-d]pyrimidine-2,4(1H,3H)-dione (60 mg, 0.13 mmol) in HCOOH (2 mL) was added Zn dust (42 mg, 0.65 mmol). The reaction was heated at 80° C. for 1 h, cooled to RT and filtered. The filtrate was concentrated and dried to a residue which was purified by Prep TLC eluted with PE/EA (2:1) to give 3-(5-isopentyl-6-isopropoxy-1-methyl-2,4-dioxo-1,2-dihydropyrido[2,3-d]pyrimidin-3(4H)-yl)pr... Starting materials: Cc1ccc(C#CCBr)cc1, O=C([O-])[O-], CCCn1c(=O)c2c(nc(-c3cn[nH]c3)n2COCC[Si](C)(C)C)n(COCC[Si](C)(C)C)c1=O, CC(C)=O, [K+], [K+]. Product: CCCn1c(=O)c2c(nc(-c3cnn(CC#Cc4ccc(C)cc4)c3)n2COCC[Si](C)(C)C)n(COCC[Si](C)(C)C)c1=O. Reaction SMILES: [Br:36][CH2:37][C:38]#[C:39][c:40]1[cH:41][cH:42][c:43]([CH3:46])[cH:44][cH:45]1.[C:47](=[O:48])([O-:49])[O-:50].[CH2:1]([CH2:2][CH3:3])[n:4]1[c:5](=[O:35])[n:6]([CH2:27][O:28][CH2:29][CH2:30][Si:31]([CH3:32])([CH3:33])[CH3:34])[c:7]2[n:8][c:9](-[c:22]3[cH:23][n:24][nH:25][cH:26]3)[n:10]([CH2:14][O:15][CH2:16][CH2:17][Si:18]([CH3:19])([CH3:20])[CH3:21])[c:11]2[c:12]1=[O:13].[CH3:53][C:54](=[O:55])[CH3:56].[K+:51].[K+:52]>>[CH2:1]([CH2:2][CH3:3])[n:4]1[c:5](=[O:35])[n:6]([CH2:27][O:28][CH2:29][CH2:30][Si:31]([CH3:32])([CH3:33])[CH3:34])[c:7]2[n:8][c:9](-[c:22]3[cH:23][n:24][n:25]([CH2:37][C:38]#[C:39][c:40]4[cH:41][cH:42][c:43]([CH3:46])[cH:44][cH:45]4)[cH:26]3)[n:10]([CH2:14][O:15][CH2:16][CH2:17][Si:18]([CH3:19])([CH3:20])[CH3:21])[c:11]2[c:12]1=[O:13]. Reactants: OBO, Cc1ccc(Br)cn1, CCOc1ccccc1CNC1CCC(N(C)C(=O)OC(C)(C)C)CC1. Yields the product CCOc1ccc(-c2ccc(C)nc2)cc1CNC1CCC(N(C)C(=O)OC(C)(C)C)CC1. As a reaction SMILES: [BH:1]([OH:2])[OH:3].[Br:30][c:31]1[cH:32][cH:33][c:34]([CH3:37])[n:35][cH:36]1.[C:4](=[O:5])([O:6][C:7]([CH3:8])([CH3:9])[CH3:10])[N:11]([CH:12]1[CH2:13][CH2:14][CH:15]([NH:18][CH2:19][c:20]2[cH:21][cH:22][cH:23][cH:24][c:25]2[O:26][CH2:27][CH3:28])[CH2:16][CH2:17]1)[CH3:29]>>[C:4](=[O:5])([O:6][C:7]([CH3:8])([CH3:9])[CH3:10])[N:11]([CH:12]1[CH2:13][CH2:14][CH:15]([NH:18][CH2:19][c:20]2[cH:21][c:22](-[c:31]3[cH:32][cH:33][c:34]([CH3:37])[n:35][cH:36]3)[cH:23][cH:24][c:25]2[O:26][CH2:27][CH3:28])[CH2:16][CH2:17]1)[CH3:29]. Reactants: CSC1CCC2(CC1)OCCO2, O, Cc1ccc(S(=O)(=O)O)cc1. Yields the product CSC1CCC(=O)CC1. As a reaction SMILES: [CH3:1][S:2][CH:3]1[CH2:4][CH2:5][C:6]2([O:7][CH2:10][CH2:9][O:8]2)[CH2:11][CH2:12]1.[OH2:24].[c:13]1([CH3:14])[cH:15][cH:16][c:17]([S:18]([OH:19])(=[O:20])=[O:21])[cH:22][cH:23]1>>[CH3:1][S:2][CH:3]1[CH2:4][CH2:5][C:6](=[O:7])[CH2:11][CH2:12]1. Starting materials: oil, C(C)(=O)C1=C(C(=C(CCl)C=C1)CCC)O (4-acetyl-3-hydroxy-2-propylbenzyl chloride), [H-].[Na+] (sodium hydride), C(CCCO)O (1,4-butanediol). The solvent is O (water). Reaction conditions: time 8 hour. The product is C(C)(=O)C1=C(C(=C(COCCCCO)C=C1)CCC)O (4-(4-Acetyl-3-hydroxy-2-propylbenzyloxy)-1-butanol). RXN SMILES: [H-].[Na+].[CH2:3]([OH:8])[CH2:4][CH2:5][CH2:6][OH:7].[C:9]([C:12]1[CH:19]=[CH:18][C:15]([CH2:16]Cl)=[C:14]([CH2:20][CH2:21][CH3:22])[C:13]=1[OH:23])(=[O:11])[CH3:10]>O>[C:9]([C:12]1[CH:19]=[CH:18][C:15]([CH2:16][O:7][CH2:6][CH2:5][CH2:4][CH2:3][OH:8])=[C:14]([CH2:20][CH2:21][CH3:22])[C:13]=1[OH:23])(=[O:11])[CH3:10] |f:0.1|. Reported procedure: To a suspension of 9.6 g. of a 50% oil dispersion of sodium hydride in 100 ml. of 1,4-butanediol were added 11.3 g. of 4-acetyl-3-hydroxy-2-propylbenzyl chloride. The reaction was stirred overnight at room temperature and then heated to 60° C. for six hours. The reaction mixture was then poured into water and extracted with ethyl acetate. The ethyl acetate solution was evaporated to dryness and the residue was purified by chromatography over silica gel to provide 14.1 g. of the desired title pro... Reactants: C(C)(=O)NC1=C(C(=O)OC)C=CC(=C1OC1CCCC1)OC (methyl 2-acetamido-3-(cyclopentyloxy)-4-methoxybenzoate), [H-].[Na+] (sodium hydride), IC (iodomethane). Solvent: C1CCOC1 (THF), C1CCOC1 (THF), C1CCOC1 (THF). The product is C1(CCCC1)OC=1C(=C(C(=O)OC)C=CC1OC)N(C(C)=O)C (methyl 3-(cyclopentyloxy)-4-methoxy-2-(N-methylacetamido)benzoate). RXN SMILES: [C:1]([NH:4][C:5]1[C:14]([O:15][CH:16]2[CH2:20][CH2:19][CH2:18][CH2:17]2)=[C:13]([O:21][CH3:22])[CH:12]=[CH:11][C:6]=1[C:7]([O:9][CH3:10])=[O:8])(=[O:3])[CH3:2].[H-].[Na+].I[CH3:26]>C1COCC1>[CH:16]1([O:15][C:14]2[C:5]([N:4]([CH3:26])[C:1](=[O:3])[CH3:2])=[C:6]([CH:11]=[CH:12][C:13]=2[O:21][CH3:22])[C:7]([O:9][CH3:10])=[O:8])[CH2:17][CH2:18][CH2:19][CH2:20]1 |f:1.2|. Reported procedure: A solution of methyl 2-acetamido-3-(cyclopentyloxy)-4-methoxybenzoate (1.6 g, 5.2 mmol, Example 1, Step 4) and anhydrous THF (30 mL) was added over 5 min to a mixture of sodium hydride (230 mg, 5.75 mmol) and anhydrous THF (10 mL) at 0° C. under N2. The reaction was allowed to warm to rt and after 20 min, cooled back to 0° C. A solution of iodomethane (1.06 g, 0.0075 mol) and anhydrous THF (10 mL) was added over 3 min. The reaction was allowed to warm to rt and after 30 min, concentrated. The re... Starting materials: Cn1c(=O)n(CBr)c(=O)n1C, CC(C)CC(C(=O)OCc1ccccc1)C(C(=O)OCc1ccccc1)C(=O)OC(C)(C)C, CN(C)C=O, [H-], [Na+]. Product: CC(C)CC(C(=O)OCc1ccccc1)C(Cn1c(=O)n(C)n(C)c1=O)(C(=O)OCc1ccccc1)C(=O)OC(C)(C)C. Reaction SMILES: [Br:36][CH2:37][n:38]1[c:39](=[O:46])[n:40]([CH3:45])[n:41]([CH3:44])[c:42]1=[O:43].[CH3:3][CH:4]([CH2:5][CH:6]([CH:7]([C:8](=[O:9])[O:10][CH2:11][c:12]1[cH:13][cH:14][cH:15][cH:16][cH:17]1)[C:18](=[O:19])[O:20][C:21]([CH3:22])([CH3:23])[CH3:24])[C:25](=[O:26])[O:27][CH2:28][c:29]1[cH:30][cH:31][cH:32][cH:33][cH:34]1)[CH3:35].[CH3:47][N:48]([CH3:49])[CH:50]=[O:51].[H-:1].[Na+:2]>>[CH3:3][CH:4]([CH2:5][CH:6]([C:7]([C:8](=[O:9])[O:10][CH2:11][c:12]1[cH:13][cH:14][cH:15][cH:16][cH:17]1)([C:18](=[O:19])[O:20][C:21]([CH3:22])([CH3:23])[CH3:24])[CH2:37][n:38]1[c:39](=[O:46])[n:40]([CH3:45])[n:41]([CH3:44])[c:42]1=[O:43])[C:25](=[O:26])[O:27][CH2:28][c:29]1[cH:30][cH:31][cH:32][cH:33][cH:34]1)[CH3:35].